describe an organic reaction: reactants, conditions, products, and yield From a dataset of the Open Reaction Database (ORD), a public repository of structured organic reaction records. The reactants are CC(C)n1c(=O)c(OC(=O)C(C)(C)C)c2n(c1=O)C(CCOCc1ccccc1)CN(Cc1ccc(F)cc1)C2=O, CCOC(C)=O, [H][H]. Product: CC(C)n1c(=O)c(OC(=O)C(C)(C)C)c2n(c1=O)C(CCO)CN(Cc1ccc(F)cc1)C2=O. RXN SMILES: [C:1]([C:2]([CH3:3])([CH3:4])[CH3:5])(=[O:6])[O:7][c:8]1[c:9]2[n:10]([c:11](=[O:18])[n:12]([CH:15]([CH3:16])[CH3:17])[c:13]1=[O:14])[CH:19]([CH2:32][CH2:33][O:34][CH2:35][c:36]1[cH:37][cH:38][cH:39][cH:40][cH:41]1)[CH2:20][N:21]([CH2:24][c:25]1[cH:26][cH:27][c:28]([F:31])[cH:29][cH:30]1)[C:22]2=[O:23].[CH3:44][CH2:45][O:46][C:47](=[O:48])[CH3:49].[H:42][H:43]>>[C:1]([C:2]([CH3:3])([CH3:4])[CH3:5])(=[O:6])[O:7][c:8]1[c:9]2[n:10]([c:11](=[O:18])[n:12]([CH:15]([CH3:16])[CH3:17])[c:13]1=[O:14])[CH:19]([CH2:32][CH2:33][OH:34])[CH2:20][N:21]([CH2:24][c:25]1[cH:26][cH:27][c:28]([F:31])[cH:29][cH:30]1)[C:22]2=[O:23].